This data is from the Open Reaction Database (ORD), a public repository of structured organic reaction records. The task is: describe an organic reaction: reactants, conditions, products, and yield Starting materials: NC(=O)c1c(F)ccc(OCc2nc(-c3ccc(Cl)cc3OCc3ccccc3)ns2)c1F, CS(=O)(=O)O, ClCCl, [Na+], O=C([O-])O. Yields the product NC(=O)c1c(F)ccc(OCc2nc(-c3ccc(Cl)cc3O)ns2)c1F. RXN SMILES: [CH2:1]([c:2]1[cH:3][cH:4][cH:5][cH:6][cH:7]1)[O:8][c:9]1[c:10](-[c:16]2[n:17][s:18][c:19]([CH2:21][O:22][c:23]3[c:24]([F:33])[c:25]([C:26](=[O:27])[NH2:28])[c:29]([F:32])[cH:30][cH:31]3)[n:20]2)[cH:11][cH:12][c:13]([Cl:15])[cH:14]1.[CH3:34][S:35](=[O:36])(=[O:37])[OH:38].[Cl:44][CH2:45][Cl:46].[Na+:43].[O-:39][C:40]([OH:41])=[O:42]>>[OH:8][c:9]1[c:10](-[c:16]2[n:17][s:18][c:19]([CH2:21][O:22][c:23]3[c:24]([F:33])[c:25]([C:26](=[O:27])[NH2:28])[c:29]([F:32])[cH:30][cH:31]3)[n:20]2)[cH:11][cH:12][c:13]([Cl:15])[cH:14]1. Yields the product NCC1CCN(CC1)CCCOC1=C(C=C2C(=NC=NC2=C1)NC(=O)NC1=C(C=CC=C1F)F)OC (1-{7-[3-(4-aminomethylpiperidin-1-yl)propoxy]-6-methoxyquinazolin-4-yl}-3-(2,6-difluorophenyl)urea). Procedure details: Using an analogous procedure to that described in Example 21, 1-{7-[3-(4-tert-butoxycarbonylaminomethylpiperidin-1-yl)propoxy]-6-methoxyquinazolin-4-yl}-3-(2,6-difluorophenyl)urea was reacted with trifluoroacetic acid to give the title compound; NMR Spectrum: (DMSOd6) 1.0-1.4 (m, 3H), 1.7 (d, 2H), 1.9-2.1 (m, 6H), 2.4 (m, 2H), 2.9 (d, 2H), 3.3 (s, partially obscured by a water signal), 4.0 (s, 3H), 4.24 (t, 3H), 5.0-7.0 (br m, 1H), 7.2-7.4 (m, 4H), 8.05 (s, 1H), 8.68 (s, 1H), 11.75S(s, 1H); Mass... As a reaction SMILES: C(OC([NH:8][CH2:9][CH:10]1[CH2:15][CH2:14][N:13]([CH2:16][CH2:17][CH2:18][O:19][C:20]2[CH:29]=[C:28]3[C:23]([C:24]([NH:30][C:31]([NH:33][C:34]4[C:39]([F:40])=[CH:38][CH:37]=[CH:36][C:35]=4[F:41])=[O:32])=[N:25][CH:26]=[N:27]3)=[CH:22][C:21]=2[O:42][CH3:43])[CH2:12][CH2:11]1)=O)(C)(C)C.FC(F)(F)C(O)=O>>[NH2:8][CH2:9][CH:10]1[CH2:15][CH2:14][N:13]([CH2:16][CH2:17][CH2:18][O:19][C:20]2[CH:29]=[C:28]3[C:23]([C:24]([NH:30][C:31]([NH:33][C:34]4[C:35]([F:41])=[CH:36][CH:37]=[CH:38][C:39]=4[F:40])=[O:32])=[N:25][CH:26]=[N:27]3)=[CH:22][C:21]=2[O:42][CH3:43])[CH2:12][CH2:11]1. Starting materials: C(C)(C)(C)OC(=O)NCC1CCN(CC1)CCCOC1=C(C=C2C(=NC=NC2=C1)NC(=O)NC1=C(C=CC=C1F)F)OC (1-{7-[3-(4-tert-butoxycarbonylaminomethylpiperidin-1-yl)propoxy]-6-methoxyquinazolin-4-yl}-3-(2,6-difluorophenyl)urea), FC(C(=O)O)(F)F (trifluoroacetic acid). The solvent is C1CCOC1 (THF). Starting materials: CC1CCN(CC1)C=1C2=C(OC(C1C#N)=O)C1=CC=CC=C1C2 (4-(4-methylpiperidin-1-yl)-2-oxo-2,5-dihydroindeno[1,2-b]pyran-3-carbonitrile), indanone-2, [H-].[Na+] (NaH). Reported procedure: A mixture of 4-(4-methylpiperidin-1-yl)-2-oxo-2,5-dihydroindeno[1,2-b]pyran-3-carbonitrile (306 mg), indanone-2 (132 mg) and NaH (45 mg) in THF was stirred for <5 min. After completion, the reaction solvent was evaporated under vacuum to dryness and crude solid was quenched with ice water and subsequently neutralized with dil. HCl, finally purified by column chromatography using ethylacetate-hexane as eluent. White solid; mp 166-168° C.; IR (KBr) 2215 cm−1 (CN); MS (ESI) 377 (M++1). Reaction SMILES: [CH3:1][CH:2]1[CH2:7][CH2:6][N:5]([C:8]2[C:9]3[CH2:23][C:22]4[C:17](=[CH:18][CH:19]=[CH:20][CH:21]=4)[C:10]=3O[C:12](=O)[C:13]=2[C:14]#[N:15])[CH2:4][CH2:3]1.[H-].[Na+]>C1COCC1>[CH3:1][CH:2]1[CH2:7][CH2:6][N:5]([C:8]2[C:9]3[CH2:23][C:22]4[CH:21]=[CH:20][CH:19]=[CH:18][C:17]=4[C:10]=3[C:10]3[C:17]4[CH:18]=[CH:19][CH:20]=[CH:21][C:22]=4[CH2:23][C:12]=3[C:13]=2[C:14]#[N:15])[CH2:4][CH2:3]1 |f:1.2|. Product: CC1CCN(CC1)C1=C(C2=C(C=3C=4C=CC=CC4CC13)C=1C=CC=CC1C2)C#N (7-(4-Methyl-piperidin-1-yl)-5,8-dihydro-indeno[2,1-c]fluorene-6-carbonitrile).